From a dataset of the Open Reaction Database (ORD), a public repository of structured organic reaction records. describe an organic reaction: reactants, conditions, products, and yield The reactants are CO, O=[N+]([O-])c1cnc2cccnc2c1NCc1cc(-c2ccc(F)cc2)no1. Product: Nc1cnc2cccnc2c1NCc1cc(-c2ccc(F)cc2)no1. As a reaction SMILES: [CH3:28][OH:29].[F:1][c:2]1[cH:3][cH:4][c:5](-[c:8]2[n:9][o:10][c:11]([CH2:13][NH:14][c:15]3[c:16]([N+:25]([O-:26])=[O:27])[cH:17][n:18][c:19]4[cH:20][cH:21][cH:22][n:23][c:24]34)[cH:12]2)[cH:6][cH:7]1>>[F:1][c:2]1[cH:3][cH:4][c:5](-[c:8]2[n:9][o:10][c:11]([CH2:13][NH:14][c:15]3[c:16]([NH2:25])[cH:17][n:18][c:19]4[cH:20][cH:21][cH:22][n:23][c:24]34)[cH:12]2)[cH:6][cH:7]1. Reaction SMILES: [CH2:37]([N:38]=[C:39]=[N:40][CH2:41][CH2:42][CH2:43][N:44]([CH3:45])[CH3:46])[CH3:47].[Cl:48][CH2:49][Cl:50].[ClH:36].[F:1][c:2]1[cH:3][cH:4][c:5]([N:8]2[CH2:9][CH2:10][NH:11][CH2:12][CH2:13]2)[cH:6][cH:7]1.[O:14]=[C:15]1[N:16]([CH2:32][C:33](=[O:34])[OH:35])[CH2:17][CH2:18][C:19]1([c:20]1[cH:21][cH:22][cH:23][cH:24][cH:25]1)[c:26]1[cH:27][cH:28][cH:29][cH:30][cH:31]1>>[F:1][c:2]1[cH:3][cH:4][c:5]([N:8]2[CH2:9][CH2:10][N:11]([C:33]([CH2:32][N:16]3[C:15](=[O:14])[C:19]([c:20]4[cH:21][cH:22][cH:23][cH:24][cH:25]4)([c:26]4[cH:27][cH:28][cH:29][cH:30][cH:31]4)[CH2:18][CH2:17]3)=[O:34])[CH2:12][CH2:13]2)[cH:6][cH:7]1. Starting materials: CCN=C=NCCCN(C)C, ClCCl, Cl, Fc1ccc(N2CCNCC2)cc1, O=C(O)CN1CCC(c2ccccc2)(c2ccccc2)C1=O. Product: O=C(CN1CCC(c2ccccc2)(c2ccccc2)C1=O)N1CCN(c2ccc(F)cc2)CC1. The reactants are [H-].[Na+] (Sodium hydride), ClC=1C=C(C=C(C1)Cl)O (3,5-dichlorophenol), [N+](=O)([O-])C1=C(C=CC(=C1)[N+](=O)[O-])ON (O-(2,4-dinitrophenyl)hydroxylamine). The solvent is CN(C=O)C (N,N-dimethylformamide). Conditions: temperature 2 celsius. Yields the product ClC=1C=C(C=C(C1)Cl)ON (O-(3,5-dichlorophenyl)hydroxylamine). As a reaction SMILES: [H-].[Na+].[Cl:3][C:4]1[CH:5]=[C:6]([OH:11])[CH:7]=[C:8]([Cl:10])[CH:9]=1.[N+:12](C1C=C([N+]([O-])=O)C=CC=1ON)([O-])=O>CN(C)C=O>[Cl:3][C:4]1[CH:5]=[C:6]([O:11][NH2:12])[CH:7]=[C:8]([Cl:10])[CH:9]=1 |f:0.1|. Procedure: Sodium hydride (50% in mineral oil), 4.0 grams (0.084 mole), is placed in a reaction vessel and washed with three portions of hexane. The sodium hydride is then stirred with 30 mL of N,N-dimethylformamide, and a solution of 13.7 grams (0.084 mole) of 3,5-dichlorophenol in 45 mL of N,N-dimethylformamide is added dropwise. Upon completion of addition, the reaction mixture is warmed to 70°-90° C. where it is stirred for about 45 minutes. After this time the reaction mixture is cooled to about 2° C.... Starting materials: Cc1cn(C2CC(O)C(CO)O2)c(=O)[nH]c1=O, ClCCl, O=C(Cl)OCCc1c([N+](=O)[O-])cccc1[N+](=O)[O-], c1ccncc1. Product: Cc1cn(C2CC(O)C(COC(=O)OCCc3c([N+](=O)[O-])cccc3[N+](=O)[O-])O2)c(=O)[nH]c1=O. Reaction SMILES: [CH3:1][c:2]1[cH:3][n:4]([CH:5]2[CH2:6][CH:7]([OH:8])[CH:9]([CH2:10][OH:11])[O:12]2)[c:13](=[O:14])[nH:15][c:16]1=[O:17].[Cl:42][CH2:43][Cl:44].[N+:24](=[O:25])([O-:26])[c:27]1[c:28]([CH2:36][CH2:37][O:38][C:39](=[O:40])[Cl:41])[c:29]([N+:33](=[O:34])[O-:35])[cH:30][cH:31][cH:32]1.[cH:18]1[cH:19][cH:20][n:21][cH:22][cH:23]1>>[CH3:1][c:2]1[cH:3][n:4]([CH:5]2[CH2:6][CH:7]([OH:8])[CH:9]([CH2:10][O:11][C:39]([O:38][CH2:37][CH2:36][c:28]3[c:27]([N+:24](=[O:25])[O-:26])[cH:32][cH:31][cH:30][c:29]3[N+:33](=[O:34])[O-:35])=[O:40])[O:12]2)[c:13](=[O:14])[nH:15][c:16]1=[O:17]. Reactants: [I-].C(C)(C)(C)OC(=O)N[C@@H](CCC[N+](C)(C)C)C(=O)OC ((S)-4-(tert-butoxycarbonylamino)-5-methoxy-N,N,N-trimethyl-5-oxopentan-1-aminium iodide), Cl (HCl). Solvent: O1CCOCC1 (dioxane), O1CCOCC1 (dioxane). Conditions: time 1 hour. Product: Cl.[Cl-].N[C@@H](CCC[N+](C)(C)C)C(=O)OC ((S)-4-amino-5-methoxy-N,N,N-trimethyl-5-oxopentan-1-aminium chloride hydrochloride). Yield: 106.1%. RXN SMILES: [I-].C(OC([NH:9][C@H:10]([C:18]([O:20][CH3:21])=[O:19])[CH2:11][CH2:12][CH2:13][N+:14]([CH3:17])([CH3:16])[CH3:15])=O)(C)(C)C.[ClH:22]>O1CCOCC1>[ClH:22].[Cl-:22].[NH2:9][C@H:10]([C:18]([O:20][CH3:21])=[O:19])[CH2:11][CH2:12][CH2:13][N+:14]([CH3:16])([CH3:15])[CH3:17] |f:0.1,4.5.6|. Procedure: To a solution of (S)-4-(tert-butoxycarbonylamino)-5-methoxy-N,N,N-trimethyl-5-oxopentan-1-aminium iodide (20.5 mmol, 1.0 eq) in anhyd dioxane (10 mL), was added HCl (51 mL, 205 mmol, 10 eq, 4M in dioxane). The orange slurry was stirred at room temperature for 1 h, the solids were broken up, then stirred vigorously for another 1 h. The suspension was allowed to settle before cannulating off the dioxane layer. The remaining yellow slurry was rinsed with Et2O, stirred and cannulated out the ether l... Reactants: BrCCC#CCO[Si](C1=CC=CC=C1)(C1=CC=CC=C1)C(C)(C)C ((5-Bromo-pent-2-ynyloxy)-tert-butyl-diphenyl-silane), P(=O)(OCC)(OCC)OCC (triethyl phosphate). Yields the product C(C)OP(OCC)(=O)CCC#CCO[Si](C1=CC=CC=C1)(C1=CC=CC=C1)C(C)(C)C ([5-(tert-Butyl-diphenyl-silanyloxy)-pent-3-ynyl]-phosphonic acid diethyl ester). Isolated yield 98.0%. As a reaction SMILES: Br[CH2:2][CH2:3][C:4]#[C:5][CH2:6][O:7][Si:8]([C:21]([CH3:24])([CH3:23])[CH3:22])([C:15]1[CH:20]=[CH:19][CH:18]=[CH:17][CH:16]=1)[C:9]1[CH:14]=[CH:13][CH:12]=[CH:11][CH:10]=1.[P:25](OCC)([O:30][CH2:31][CH3:32])([O:27][CH2:28][CH3:29])=[O:26]>>[CH2:28]([O:27][P:25]([CH2:2][CH2:3][C:4]#[C:5][CH2:6][O:7][Si:8]([C:21]([CH3:24])([CH3:23])[CH3:22])([C:15]1[CH:20]=[CH:19][CH:18]=[CH:17][CH:16]=1)[C:9]1[CH:14]=[CH:13][CH:12]=[CH:11][CH:10]=1)(=[O:26])[O:30][CH2:31][CH3:32])[CH3:29]. Reported procedure: A mixture of compound 6 (3.24 g, 80.7 mmol) and triethyl phosphate (40 mL) was refluxed under nitrogen atmosphere for overnight. After evaporation, the residue was purified with 50% EtOAc in hexanes by silica gel column chromatography to give 3.26 g of product 7 (7.90 mmol, 98% yield); 1H NMR (CDCl3) δ 7.77˜7.64 (m, 4H), 7.46˜7.32 (m, 6H), 4.29 (t, J=1.9 Hz, 2H), 4.16˜4.02 (m, 4H), 2.50˜2.34 (m, 2H), 1.96˜1.82 (m, 2H), 1.31 (t, J=7.1 Hz, 6H), 1.04 (s, 9H); 31P NMR (CDCl3) δ 30.43. Starting materials: CCCC[Sn](CCCC)(CCCC)c1ccccn1, Cc1ccc(C(=O)NC2CC2)cc1-n1cnc2c(Cl)ncnc21, CN(C)C=O, c1ccc(P(c2ccccc2)(c2ccccc2)[Pd](P(c2ccccc2)(c2ccccc2)c2ccccc2)(P(c2ccccc2)(c2ccccc2)c2ccccc2)P(c2ccccc2)(c2ccccc2)c2ccccc2)cc1. The product is Cc1ccc(C(=O)NC2CC2)cc1-n1cnc2c(-c3ccccn3)ncnc21. As a reaction SMILES: [CH2:24]([Sn:25]([CH2:26][CH2:27][CH2:28][CH3:35])([c:29]1[n:30][cH:31][cH:32][cH:33][cH:34]1)[CH2:36][CH2:37][CH2:38][CH3:39])[CH2:40][CH2:41][CH3:42].[Cl:1][c:2]1[c:3]2[n:4][cH:5][n:6](-[c:11]3[cH:12][c:13]([C:14](=[O:15])[NH:16][CH:17]4[CH2:18][CH2:19]4)[cH:20][cH:21][c:22]3[CH3:23])[c:7]2[n:8][cH:9][n:10]1.[O:43]=[CH:44][N:45]([CH3:46])[CH3:47].[cH:48]1[cH:49][cH:50][c:51]([P:52]([Pd:53]([P:54]([c:55]2[cH:56][cH:57][cH:58][cH:59][cH:60]2)([c:61]2[cH:62][cH:63][cH:64][cH:65][cH:66]2)[c:67]2[cH:68][cH:69][cH:70][cH:71][cH:72]2)([P:73]([c:74]2[cH:75][cH:76][cH:77][cH:78][cH:79]2)([c:80]2[cH:81][cH:82][cH:83][cH:84][cH:85]2)[c:86]2[cH:87][cH:88][cH:89][cH:90][cH:91]2)[P:92]([c:93]2[cH:94][cH:95][cH:96][cH:97][cH:98]2)([c:99]2[cH:100][cH:101][cH:102][cH:103][cH:104]2)[c:105]2[cH:106][cH:107][cH:108][cH:109][cH:110]2)([c:111]2[cH:112][cH:113][cH:114][cH:115][cH:116]2)[c:117]2[cH:118][cH:119][cH:120][cH:121][cH:122]2)[cH:123][cH:124]1>>[c:2]1(-[c:29]2[n:30][cH:31][cH:32][cH:33][cH:34]2)[c:3]2[n:4][cH:5][n:6](-[c:11]3[cH:12][c:13]([C:14](=[O:15])[NH:16][CH:17]4[CH2:18][CH2:19]4)[cH:20][cH:21][c:22]3[CH3:23])[c:7]2[n:8][cH:9][n:10]1. The solvent is O1CCOCC1 (dioxane), O (water). As a reaction SMILES: C([O-])([O-])=O.[Cs+].[Cs+].Br[C:8]1[CH:9]=[C:10]([C:15]2[N:16]=[N:17][N:18]([CH:20]([CH3:22])[CH3:21])[CH:19]=2)[C:11]([NH2:14])=[N:12][CH:13]=1.[Cl:23][C:24]1[CH:25]=[C:26](B(O)O)[CH:27]=[C:28]([C:30]([N:32]2[CH2:37][CH2:36][O:35][CH2:34][CH2:33]2)=[O:31])[CH:29]=1>O1CCOCC1.O.C1C=CC([P]([Pd]([P](C2C=CC=CC=2)(C2C=CC=CC=2)C2C=CC=CC=2)([P](C2C=CC=CC=2)(C2C=CC=CC=2)C2C=CC=CC=2)[P](C2C=CC=CC=2)(C2C=CC=CC=2)C2C=CC=CC=2)(C2C=CC=CC=2)C2C=CC=CC=2)=CC=1>[NH2:14][C:11]1[N:12]=[CH:13][C:8]([C:26]2[CH:27]=[C:28]([C:30]([N:32]3[CH2:33][CH2:34][O:35][CH2:36][CH2:37]3)=[O:31])[CH:29]=[C:24]([Cl:23])[CH:25]=2)=[CH:9][C:10]=1[C:15]1[N:16]=[N:17][N:18]([CH:20]([CH3:22])[CH3:21])[CH:19]=1 |f:0.1.2,^1:51,53,72,91|. Procedure: Cs2CO3 (682 mg, 2.10 mmol) was added to a solution of 5-bromo-3-(1-isopropyl-1H-[1,2,3]triazol-4-yl)-pyridin-2-ylamine (200 mg, 0.70 mmol) and (3-chloro-5-(morpholine-4-carbonyl)phenyl)boronic acid (210 mg, 0.78 mmol) in dioxane: water (8 mL: 4 mL) degassed the reaction mixture for 10 min with nitrogen. Then added Pd(PPh3)4 (40 mg, 0.035 mmol), degassed the reaction mixture for additional 10 min with nitrogen, the reaction mixture was heated to 120° C. in microwave for 1 h. The reaction mixture ... Conditions: temperature 120 celsius. Isolated yield 15.4%. Starting materials: C(=O)([O-])[O-].[Cs+].[Cs+] (Cs2CO3), BrC=1C=C(C(=NC1)N)C=1N=NN(C1)C(C)C (5-bromo-3-(1-isopropyl-1H-[1,2,3]triazol-4-yl)-pyridin-2-ylamine), ClC=1C=C(C=C(C1)C(=O)N1CCOCC1)B(O)O ((3-chloro-5-(morpholine-4-carbonyl)phenyl)boronic acid). Reagents/catalysts: C=1C=CC(=CC1)[P](C=2C=CC=CC2)(C=3C=CC=CC3)[Pd]([P](C=4C=CC=CC4)(C=5C=CC=CC5)C=6C=CC=CC6)([P](C=7C=CC=CC7)(C=8C=CC=CC8)C=9C=CC=CC9)[P](C=1C=CC=CC1)(C=1C=CC=CC1)C=1C=CC=CC1 (Pd(PPh3)4). Yields the product NC1=C(C=C(C=N1)C=1C=C(C=C(C1)Cl)C(=O)N1CCOCC1)C=1N=NN(C1)C(C)C ([3-[6-Amino-5-(1-isopropyltriazol-4-yl)-3-pyridyl]-5-chloro-phenyl]-morpholino-methanone). Starting materials: C(C=C)OC1=C(OCC2CO2)C=CC=C1 (1-(2-allyloxy-phenoxy)-2,3-epoxypropane), NCCC=1NC2=C(N1)C=CC(=C2)C=2CCC(NN2)=O (6-[2-(2-aminoethyl)benzimidazol-5-yl]-4,5-dihydro-3(2H)-pyridazinone). The product is C(C=C)OC1=C(OCC(CNCCC=2NC3=C(N2)C=CC(=C3)C=3CCC(NN3)=O)O)C=CC=C1 (6-[2-[2-[3-(2-Allyloxy-phenoxy)-2-hydroxypropylamino]ethyl]benzimidazol-5-yl]-4,5-dihydro-3(2H)-pyridazinone). RXN SMILES: [CH2:1]([O:4][C:5]1[CH:15]=[CH:14][CH:13]=[CH:12][C:6]=1[O:7][CH2:8][CH:9]1[O:11][CH2:10]1)[CH:2]=[CH2:3].[NH2:16][CH2:17][CH2:18][C:19]1[NH:20][C:21]2[CH:27]=[C:26]([C:28]3[CH2:29][CH2:30][C:31](=[O:34])[NH:32][N:33]=3)[CH:25]=[CH:24][C:22]=2[N:23]=1>>[CH2:1]([O:4][C:5]1[CH:15]=[CH:14][CH:13]=[CH:12][C:6]=1[O:7][CH2:8][CH:9]([OH:11])[CH2:10][NH:16][CH2:17][CH2:18][C:19]1[NH:20][C:21]2[CH:27]=[C:26]([C:28]3[CH2:29][CH2:30][C:31](=[O:34])[NH:32][N:33]=3)[CH:25]=[CH:24][C:22]=2[N:23]=1)[CH:2]=[CH2:3]. Reported procedure: Prepared analogously to Example 1 from 1-(2-allyloxy-phenoxy)-2,3-epoxypropane and 6-[2-(2-aminoethyl)benzimidazol-5-yl]-4,5-dihydro-3(2H)-pyridazinone.